Dataset: the Open Reaction Database (ORD), a public repository of structured organic reaction records. Task: describe an organic reaction: reactants, conditions, products, and yield The reactants are CC(C)O, COc1cc2c(Cl)ccnc2cc1OCCn1cncn1, Nc1ccc(Cl)cc1F, Cl, CN(C)C=O. Product: Cl, COc1cc2c(Nc3ccc(Cl)cc3F)ccnc2cc1OCCn1cncn1. RXN SMILES: [CH:37]([OH:38])([CH3:39])[CH3:40].[Cl:1][c:2]1[cH:3][cH:4][n:5][c:6]2[cH:7][c:8]([O:14][CH2:15][CH2:16][n:17]3[n:18][cH:19][n:20][cH:21]3)[c:9]([O:12][CH3:13])[cH:10][c:11]12.[Cl:22][c:23]1[cH:24][c:25]([F:30])[c:26]([NH2:27])[cH:28][cH:29]1.[ClH:31].[O:32]=[CH:33][N:34]([CH3:35])[CH3:36]>>[ClH:1].[c:2]1([NH:27][c:26]2[c:25]([F:30])[cH:24][c:23]([Cl:22])[cH:29][cH:28]2)[cH:3][cH:4][n:5][c:6]2[cH:7][c:8]([O:14][CH2:15][CH2:16][n:17]3[n:18][cH:19][n:20][cH:21]3)[c:9]([O:12][CH3:13])[cH:10][c:11]12.